Dataset: the Open Reaction Database (ORD), a public repository of structured organic reaction records. Task: describe an organic reaction: reactants, conditions, products, and yield Reactants: C1(=CC=CC=C1)C(C(=O)OCC)C(C)N(C)C (ethyl 2-phenyl-3-dimethylaminobutyrate), [H-].[Al+3].[Li+].[H-].[H-].[H-] (lithium aluminum hydride), COC=1C=C(C(=O)Cl)C=C(C1OC)OC (3,4,5-trimethoxybenzoyl chloride). The product is Cl.COC=1C=C(C(=O)OCC(C(C)N(C)C)C2=CC=CC=C2)C=C(C1OC)OC (β-Phenyl-3-(dimethylamino)butyl 3,4,5-trimethoxybenzoate hydrochloride). Procedure details: The title compound is prepared from ethyl 2-phenyl-3-dimethylaminobutyrate and lithium aluminum hydride according to the procedure of Example 2 followed by reaction with 3,4,5-trimethoxybenzoyl chloride according to the procedure of Example 3. Fractional crystallization from isopropanol gives the β-isomer as the main product. It melts at 165°-166° C. Reaction SMILES: [C:1]1([CH:7]([CH:13]([N:15]([CH3:17])[CH3:16])[CH3:14])[C:8](OCC)=[O:9])[CH:6]=[CH:5][CH:4]=[CH:3][CH:2]=1.[H-].[Al+3].[Li+].[H-].[H-].[H-].[CH3:24][O:25][C:26]1[CH:27]=[C:28]([CH:32]=[C:33]([O:37][CH3:38])[C:34]=1[O:35][CH3:36])[C:29]([Cl:31])=[O:30]>>[ClH:31].[CH3:24][O:25][C:26]1[CH:27]=[C:28]([CH:32]=[C:33]([O:37][CH3:38])[C:34]=1[O:35][CH3:36])[C:29]([O:9][CH2:8][CH:7]([C:1]1[CH:2]=[CH:3][CH:4]=[CH:5][CH:6]=1)[CH:13]([N:15]([CH3:17])[CH3:16])[CH3:14])=[O:30] |f:1.2.3.4.5.6,8.9|. Reactants: BrB(Br)Br, COC(=O)c1sc(Br)cc1OC, ClCCl, O. Yields the product COC(=O)c1sc(Br)cc1O. Reaction SMILES: [B:1]([Br:2])([Br:3])[Br:4].[CH3:5][O:6][C:7](=[O:8])[c:9]1[s:10][c:11]([Br:16])[cH:12][c:13]1[O:14][CH3:15].[Cl:18][CH2:19][Cl:20].[OH2:17]>>[CH3:5][O:6][C:7](=[O:8])[c:9]1[s:10][c:11]([Br:16])[cH:12][c:13]1[OH:14]. The reactants are COc1cc(C(=O)[O-])cc(OC)c1OC, ClC(Cl)Cl, NCc1ccc(-c2csc(N)n2)s1. The product is COc1cc(C(=O)NCc2ccc(-c3csc(N)n3)s2)cc(OC)c1OC. As a reaction SMILES: [CH3:1][O:2][c:3]1[cH:4][c:5]([C:13]([O-:14])=[O:15])[cH:6][c:7]([O:8][CH3:9])[c:10]1[O:11][CH3:12].[CH:29]([Cl:30])([Cl:31])[Cl:32].[NH2:16][c:17]1[s:18][cH:19][c:20](-[c:22]2[s:23][c:24]([CH2:27][NH2:28])[cH:25][cH:26]2)[n:21]1>>[CH3:1][O:2][c:3]1[cH:4][c:5]([C:13](=[O:15])[NH:28][CH2:27][c:24]2[s:23][c:22](-[c:20]3[cH:19][s:18][c:17]([NH2:16])[n:21]3)[cH:26][cH:25]2)[cH:6][c:7]([O:8][CH3:9])[c:10]1[O:11][CH3:12]. The reactants are CC[Mg+].[Br-] (EtMgBr), B(F)(F)F (BF3), O (water), CC1=NC(=NC=C1)C#N (4-methylpyrimidine-2-carbonitrile), C(C)[Mg]Br (Ethyl magnesium bromide). Reagents/catalysts: CC([O-])C.[Ti+4].CC([O-])C.CC([O-])C.CC([O-])C (titanium isopropoxide). Run in C1CCOC1 (THF), C1CCOC1 (THF). Run at time 15 minute. The product is CC1=NC(=NC=C1)C1(CC1)N (1-(4-methylpyrimidin-2-yl)cyclopropanamine). RXN SMILES: [CH3:1][C:2]1[CH:7]=[CH:6][N:5]=[C:4]([C:8]#[N:9])[N:3]=1.[CH2:10]([Mg]Br)[CH3:11].B(F)(F)F.O>C1COCC1.CC(C)[O-].[Ti+4].CC(C)[O-].CC(C)[O-].CC(C)[O-]>[CH3:1][C:2]1[CH:7]=[CH:6][N:5]=[C:4]([C:8]2([NH2:9])[CH2:11][CH2:10]2)[N:3]=1 |f:5.6.7.8.9|. Procedure details: To a solution of 4-methylpyrimidine-2-carbonitrile (200 mg, 1.7 mmol, 1 eq) in dry THF under an argon atmosphere was added titanium isopropoxide (0.58 ml, 2.0 mmol, 1.2 eq) slowly at ambient temperature and the reaction mixture was stirred for 15 min. Ethyl magnesium bromide (1 M solution) in THF (4 ml, 4.0 mmol, 2.4 eq) was added via syringe slowly at ambient temperature (during the addition of EtMgBr, the reaction mixture turned black). Then the reaction mixture was stirred for an hour. BF3.Et...